From a dataset of the Open Reaction Database (ORD), a public repository of structured organic reaction records. describe an organic reaction: reactants, conditions, products, and yield Starting materials: ClC=1C=CC(=NC1)C1=CC=C(C=C1)O (4-(5-chloro-pyridin-2-yl)-phenol), C(C)OC(=O)C1(CN(CC1)C(C1=CC=C(C=C1)F)=O)CI (1-(4-fluoro-benzoyl)-3-iodomethyl-pyrrolidine-3-carboxylic acid ethyl ester). The product is C(C)OC(=O)C1(CN(CC1)C(C1=CC=C(C=C1)F)=O)COC1=CC=C(C=C1)C1=NC=C(C=C1)Cl (3-[4-(5-Chloro-pyridin-2-yl)-phenoxymethyl]-1-(4-fluoro-benzoyl)-pyrrolidine-3-carboxylic acid ethyl ester), solid. Isolated yield 53.2%. RXN SMILES: [Cl:1][C:2]1[CH:3]=[CH:4][C:5]([C:8]2[CH:13]=[CH:12][C:11]([OH:14])=[CH:10][CH:9]=2)=[N:6][CH:7]=1.[CH2:15]([O:17][C:18]([C:20]1([CH2:34]I)[CH2:24][CH2:23][N:22]([C:25](=[O:33])[C:26]2[CH:31]=[CH:30][C:29]([F:32])=[CH:28][CH:27]=2)[CH2:21]1)=[O:19])[CH3:16]>>[CH2:15]([O:17][C:18]([C:20]1([CH2:34][O:14][C:11]2[CH:12]=[CH:13][C:8]([C:5]3[CH:4]=[CH:3][C:2]([Cl:1])=[CH:7][N:6]=3)=[CH:9][CH:10]=2)[CH2:24][CH2:23][N:22]([C:25](=[O:33])[C:26]2[CH:27]=[CH:28][C:29]([F:32])=[CH:30][CH:31]=2)[CH2:21]1)=[O:19])[CH3:16]. Reported procedure: The title compound was prepared according to the method described for Preparation 29 using 4-(5-chloro-pyridin-2-yl)-phenol (Preparation 17) and 1-(4-fluoro-benzoyl)-3-iodomethyl-pyrrolidine-3-carboxylic acid ethyl ester (Preparation 12) to afford the racemate as a white solid (127 mg, 53.2%)